Dataset: the Open Reaction Database (ORD), a public repository of structured organic reaction records. Task: describe an organic reaction: reactants, conditions, products, and yield Reactants: Cl.NC=1SC(=CN1)Cl (2-amino-5-chlorothiazole hydrochloric acid), ClC=1C=CC(=C(C(=O)O)C1)OC (5-chloro-2-methoxybenzoic acid), Cl.C(C)N=C=NCCCN(C)C (1-ethyl-(3-dimethylaminopropyl)carbodiimide hydrochloride), ON1N=NC2=C1C=CC=C2 (1-hydroxybenzotriazole). Reagents/catalysts: CN(C1=CC=NC=C1)C (4-dimethylaminopyridine). Solvent: N1=CC=CC=C1 (pyridine). Conditions: time 72 hour. Yields the product ClC=1C=CC(=C(C(=O)NC=2SC(=CN2)Cl)C1)OC (5-chloro-N-(5-chlorothiazol-2-yl)-2-methoxybenzamide). RXN SMILES: Cl.[NH2:2][C:3]1[S:4][C:5]([Cl:8])=[CH:6][N:7]=1.[Cl:9][C:10]1[CH:11]=[CH:12][C:13]([O:19][CH3:20])=[C:14]([CH:18]=1)[C:15](O)=[O:16].Cl.C(N=C=NCCCN(C)C)C.ON1C2C=CC=CC=2N=N1>CN(C)C1C=CN=CC=1.N1C=CC=CC=1>[Cl:9][C:10]1[CH:11]=[CH:12][C:13]([O:19][CH3:20])=[C:14]([CH:18]=1)[C:15]([NH:2][C:3]1[S:4][C:5]([Cl:8])=[CH:6][N:7]=1)=[O:16] |f:0.1,3.4|. Procedure: A mixture of 2-amino-5-chlorothiazole hydrochloric acid (1.0 g, 5.9 mmol), 5-chloro-2-methoxybenzoic acid (1.3 g, 7.0 mmol), 1-ethyl-(3-dimethylaminopropyl)carbodiimide hydrochloride (Chem-Impex International, 2.2 g, 12 mmol), 1-hydroxybenzotriazole (0.95 g, 7.0 mmol) and 4-dimethylaminopyridine (0.14 g, 1.2 mmol) in 6 mL of pyridine was allowed to stir at ambient temperature for 72 hours. The reaction mixture was concentrated under reduced pressure and 10 mL of H2O was added. The resulting soli...